Dataset: the Open Reaction Database (ORD), a public repository of structured organic reaction records. Task: describe an organic reaction: reactants, conditions, products, and yield The reactants are CC(=O)O, [Mg], C1CCOC1, Brc1cccc(CCc2ccccc2)c1. The product is CC(=O)c1cccc(CCc2ccccc2)c1. RXN SMILES: [CH3:17][C:18]([OH:19])=[O:20].[Mg:1].[O:21]1[CH2:22][CH2:23][CH2:24][CH2:25]1.[c:2]1([CH2:8][CH2:9][c:10]2[cH:11][c:12]([Br:16])[cH:13][cH:14][cH:15]2)[cH:3][cH:4][cH:5][cH:6][cH:7]1>>[c:2]1([CH2:8][CH2:9][c:10]2[cH:11][c:12]([C:18]([CH3:17])=[O:19])[cH:13][cH:14][cH:15]2)[cH:3][cH:4][cH:5][cH:6][cH:7]1. The reactants are CC(C)([O-])C.[K+] (Potassium tert-butoxide), CCOC(=O)C (EtOAc), [Br-].BrC1=CC=C(C=C1)C1=C(C(=NO1)C)C[P+](C1=CC=CC=C1)(C1=CC=CC=C1)C1=CC=CC=C1 ([5-(4-Bromo-phenyl)-3-methyl-isoxazol-4-ylmethyl]-triphenyl-phosphonium bromide), C1(=CC=CC=C1)C(CC=O)C (3-phenyl-butyraldehyde). Solvent: C1CCOC1 (THF), hexanes. Reaction conditions: time 15 minute. Yields the product BrC1=CC=C(C=C1)C1=C(C(=NO1)C)C=CCC(C)C1=CC=CC=C1 (5-(4-Bromo-phenyl)-3-methyl-4-(4-phenyl-pent-1-enyl)-isoxazole). RXN SMILES: [Br-].[Br:2][C:3]1[CH:8]=[CH:7][C:6]([C:9]2[O:13][N:12]=[C:11]([CH3:14])[C:10]=2[CH2:15][P+](C2C=CC=CC=2)(C2C=CC=CC=2)C2C=CC=CC=2)=[CH:5][CH:4]=1.CC(C)([O-])C.[K+].[C:41]1([CH:47]([CH3:51])[CH2:48][CH:49]=O)[CH:46]=[CH:45][CH:44]=[CH:43][CH:42]=1.CCOC(C)=O>C1COCC1>[Br:2][C:3]1[CH:4]=[CH:5][C:6]([C:9]2[O:13][N:12]=[C:11]([CH3:14])[C:10]=2[CH:15]=[CH:49][CH2:48][CH:47]([C:41]2[CH:46]=[CH:45][CH:44]=[CH:43][CH:42]=2)[CH3:51])=[CH:7][CH:8]=1 |f:0.1,2.3|. Procedure: [5-(4-Bromo-phenyl)-3-methyl-isoxazol-4-ylmethyl]-triphenyl-phosphonium bromide (0.2678 g, 0.451 mmol) was dissolved in THF (2.7 mL) at 0° C. Potassium tert-butoxide (1 M in THF, 0.5 mL, 0.50 mmol) was added and after stirring 15 minutes 3-phenyl-butyraldehyde (0.074 mL, 0.50 mmol) was added and the ice bath was removed. After 15 minutes, analytical LCMS indicated complete reaction. Standard aqueous workup followed by silica gel chromatography (0-20% EtOAc in hexanes) afforded the title compound... Procedure details: To a solution of tert-butyl (3-{[4-({[2-(dimethylphosphoryl)ethyl]amino}methyl)benzoyl]amino}biphenyl-4-yl)carbamate (295 mg, 0.566 mmol) in CH2Cl2 (10 mL) were added DIEA (198 μl, 1.13 mmol) and methyl chloroformate (70 mg, 0.735 mmol). After stirring for 30 min at room temperature, the reaction was diluted with CH2Cl2 and washed with saturated NaHCO3. The aqueous layer was extracted with additional CH2Cl2. The combined organic layers were washed with brine, dried (MgSO4), and evaporated. Flash... Solvent: C(Cl)Cl (CH2Cl2), ClCCCl (1,2-DCE), C(Cl)Cl (CH2Cl2), C(=O)(C(F)(F)F)O (TFA), C(Cl)Cl (CH2Cl2). Reactants: CP(=O)(C)CCNCC1=CC=C(C(=O)NC=2C=C(C=CC2NC(OC(C)(C)C)=O)C2=CC=CC=C2)C=C1 (tert-butyl (3-{[4-({[2-(dimethylphosphoryl)ethyl]amino}methyl)benzoyl]amino}biphenyl-4-yl)carbamate), CCN(C(C)C)C(C)C (DIEA), ClC(=O)OC (methyl chloroformate). Reaction conditions: time 30 minute. The product is NC1=C(C=C(C=C1)C1=CC=CC=C1)NC(=O)C1=CC=C(CN(C(OC)=O)CCP(=O)(C)C)C=C1 (Methyl (4-{[(4-aminobiphenyl-3-yl)amino]carbonyl}benzyl)[2-(dimethylphosphoryl)ethyl]carbamate). RXN SMILES: [CH3:1][P:2]([CH2:5][CH2:6][NH:7][CH2:8][C:9]1[CH:37]=[CH:36][C:12]([C:13]([NH:15][C:16]2[CH:17]=[C:18]([C:30]3[CH:35]=[CH:34][CH:33]=[CH:32][CH:31]=3)[CH:19]=[CH:20][C:21]=2[NH:22]C(=O)OC(C)(C)C)=[O:14])=[CH:11][CH:10]=1)([CH3:4])=[O:3].CCN(C(C)C)C(C)C.Cl[C:48]([O:50][CH3:51])=[O:49]>C(Cl)Cl.C(O)(C(F)(F)F)=O.ClCCCl>[NH2:22][C:21]1[CH:20]=[CH:19][C:18]([C:30]2[CH:31]=[CH:32][CH:33]=[CH:34][CH:35]=2)=[CH:17][C:16]=1[NH:15][C:13]([C:12]1[CH:11]=[CH:10][C:9]([CH2:8][N:7]([CH2:6][CH2:5][P:2]([CH3:1])([CH3:4])=[O:3])[C:48](=[O:49])[O:50][CH3:51])=[CH:37][CH:36]=1)=[O:14]. Starting materials: CC(C)(C)OC(=O)N1CCC(CN2CC(C)(C)c3ccc([N+](=O)[O-])cc32)CC1, CCOC(C)=O, Cl. Product: CC1(C)CN(CC2CCNCC2)c2cc([N+](=O)[O-])ccc21. RXN SMILES: [CH3:1][C:2]1([CH3:28])[CH2:3][N:4]([CH2:14][CH:15]2[CH2:16][CH2:17][N:18]([C:21]([O:22][C:23]([CH3:24])([CH3:25])[CH3:26])=[O:27])[CH2:19][CH2:20]2)[c:5]2[cH:6][c:7]([N+:11](=[O:12])[O-:13])[cH:8][cH:9][c:10]21.[CH3:30][CH2:31][O:32][C:33]([CH3:34])=[O:35].[ClH:29]>>[CH3:1][C:2]1([CH3:28])[CH2:3][N:4]([CH2:14][CH:15]2[CH2:16][CH2:17][NH:18][CH2:19][CH2:20]2)[c:5]2[cH:6][c:7]([N+:11](=[O:12])[O-:13])[cH:8][cH:9][c:10]21. Reactants: S1C2=C(C=C1)C(CC2)=O (5,6-Dihydro-cyclopenta[b]thiophen-4-one), [H-].[Na+] (NaH), Cl (HCl), C1(=CC=CC=C1)OC(C1=CC=C(C=C1)Br)=O (4-Bromo-benzoic acid phenyl ester). Solvent: C1CCOC1 (THF), O (water). Conditions: temperature 100 celsius. Product: BrC1=CC=C(C(=O)C2C(C3=C(SC=C3)C2)=O)C=C1 (5-(4-Bromo-benzoyl)-5,6-dihydro-cyclopenta[b]thiophen-4-one). Yield: 69.8%. Reaction SMILES: [S:1]1[CH:5]=[CH:4][C:3]2[C:6](=[O:9])[CH2:7][CH2:8][C:2]1=2.[H-].[Na+].C1([O:18][C:19](=O)[C:20]2[CH:25]=[CH:24][C:23]([Br:26])=[CH:22][CH:21]=2)C=CC=CC=1.Cl>C1COCC1.O>[Br:26][C:23]1[CH:24]=[CH:25][C:20]([C:19]([CH:7]2[CH2:8][C:2]3[S:1][CH:5]=[CH:4][C:3]=3[C:6]2=[O:9])=[O:18])=[CH:21][CH:22]=1 |f:1.2|. Procedure: 5,6-Dihydro-cyclopenta[b]thiophen-4-one (3.34 g, 24.2 mmol) in 40 mL of THF was treated with NaH (60 percent, 1.45 g, 36.3 mmol). After the addition of 4-Bromo-benzoic acid phenyl ester (6.7 g, 24.2 mmol), the reaction mixture was heated at 100° C. for 8 hr. The solution was cooled to room temperature and poured into water. The resulting mixture was acidified with concentrated HCl and was extracted with ethyl acetate. The organic layer was collected, brined, dried over MgSO4(s), and concentrated... The reactants are C1CCOC1, C=C[Mg+], [Cl-], O=C(C(F)(F)F)C(F)(F)F. Yields the product C=CC(O)(C(F)(F)F)C(F)(F)F. Reaction SMILES: [CH2:5]1[O:6][CH2:7][CH2:8][CH2:9]1.[CH:2](=[CH2:3])[Mg+:4].[Cl-:1].[F:10][C:11]([F:12])([F:13])[C:14](=[O:15])[C:16]([F:17])([F:18])[F:19]>>[CH:2](=[CH2:3])[C:14]([C:11]([F:10])([F:12])[F:13])([OH:15])[C:16]([F:17])([F:18])[F:19]. Reactants: COc1ccc(OC)c(N)c1, [Na+], [Na+], O=C([O-])[O-], O=C(Cl)Cc1ccccc1, c1ccccc1. Yields the product COc1ccc(OC)c(NC(=O)Cc2ccccc2)c1. Reaction SMILES: [CH3:11][O:12][c:13]1[c:14]([NH2:15])[cH:16][c:17]([O:20][CH3:21])[cH:18][cH:19]1.[Na+:22].[Na+:23].[O-:24][C:25](=[O:26])[O-:27].[c:1]1([CH2:7][C:8](=[O:9])[Cl:10])[cH:2][cH:3][cH:4][cH:5][cH:6]1.[cH:28]1[cH:29][cH:30][cH:31][cH:32][cH:33]1>>[c:1]1([CH2:7][C:8](=[O:9])[NH:15][c:14]2[c:13]([O:12][CH3:11])[cH:19][cH:18][c:17]([O:20][CH3:21])[cH:16]2)[cH:2][cH:3][cH:4][cH:5][cH:6]1. Product: CN(C)CCN(C)C(=O)C(=O)O, Cl. Starting materials: COC(=O)C(=O)N(C)CCN(C)C, Cl, [Na+], [OH-], O. Reaction SMILES: [CH3:2][N:3]([CH3:4])[CH2:5][CH2:6][N:7]([C:8]([C:9](=[O:10])[O:11][CH3:12])=[O:13])[CH3:14].[ClH:1].[Na+:16].[OH-:15].[OH2:17]>>[CH3:2][N:3]([CH3:4])[CH2:5][CH2:6][N:7]([C:8]([C:9](=[O:10])[OH:11])=[O:13])[CH3:14].[ClH:1]. Starting materials: C1(CCO1)=O (β-Propiolactone), C[O-].[Na+] (sodium methoxide), C(C1=CC=CC=C1)O (benzyl alcohol). Run at time 2 hour. The product is OCCC(=O)OCC1=CC=CC=C1 (benzyl 3-hydroxypropanoate). Reaction SMILES: [C:1]1(=[O:5])[O:4][CH2:3][CH2:2]1.C[O-].[Na+].[CH2:9]([OH:16])[C:10]1[CH:15]=[CH:14][CH:13]=[CH:12][CH:11]=1>>[OH:5][CH2:1][CH2:2][C:3]([O:16][CH2:9][C:10]1[CH:15]=[CH:14][CH:13]=[CH:12][CH:11]=1)=[O:4] |f:1.2|. Procedure details: β-Propiolactone (5 g, 25 mmol) was added slowly to a stirred solution of sodium methoxide (0.18 g, 3.5 mmol) in benzyl alcohol (45 g, 420 mmol) at 0° C. Stirring was continued for a further 2 hours at 0° C. Then the mixture was warmed to room temperature. After stirred for 7 hours, the reaction mixture was washed with water, dried and distilled to give the title compound. 1H NMR (300 MHz, CDCl3): δ 7.33 (m, 5H), 5.13 (s, 2H), 3.86 (t, J=5.6 Hz, 2H), 2.59 (m, 2H).